Dataset: the Open Reaction Database (ORD), a public repository of structured organic reaction records. Task: describe an organic reaction: reactants, conditions, products, and yield Reactants: N[C@@H](C)C=1N(C2=C(N1)C=CC(=C2)C#N)C2=CC=CC=C2 (2-((S)-1-Aminoethyl)-3-phenyl-3H-benzoimidazole-5-carbonitrile), ClC1=C2N=CNC2=NC=N1 (6-chloro-9H-purine), CCN(C(C)C)C(C)C (DIPEA). Run in C(CCC)O (n-butanol). Reaction conditions: temperature 120 celsius, time 6 hour. Yields the product N1=CN=C2NC=NC2=C1N[C@@H](C)C1=NC2=C(N1C1=CC=CC=C1)C=C(C=C2)C#N ((S)-2-(1-(9H-purin-6-ylamino)ethyl)-1-phenyl-1H-benzo[d]imidazole-6-carbonitrile). Isolated yield 37.6%. Reaction SMILES: [NH2:1][C@H:2]([C:4]1[N:5]([C:15]2[CH:20]=[CH:19][CH:18]=[CH:17][CH:16]=2)[C:6]2[CH:12]=[C:11]([C:13]#[N:14])[CH:10]=[CH:9][C:7]=2[N:8]=1)[CH3:3].Cl[C:22]1[N:30]=[CH:29][N:28]=[C:27]2[C:23]=1[N:24]=[CH:25][NH:26]2.CCN(C(C)C)C(C)C>C(O)CCC>[N:30]1[C:22]([NH:1][C@H:2]([C:4]2[N:5]([C:15]3[CH:20]=[CH:19][CH:18]=[CH:17][CH:16]=3)[C:6]3[CH:12]=[C:11]([C:13]#[N:14])[CH:10]=[CH:9][C:7]=3[N:8]=2)[CH3:3])=[C:23]2[C:27]([NH:26][CH:25]=[N:24]2)=[N:28][CH:29]=1. Procedure: A mixture of 2-((S)-1-aminoethyl)-3-phenyl-3H-benzoimidazole-5-carbonitrile from Example 11 (370 mg, 1.4 mmol), 6-chloro-9H-purine (217 mg, 1.4 mmol) and DIPEA (0.36 mL, 2.1 mmol) in n-butanol (2.8 mL) was stirred in a sealed tube for 6 h at 120° C. After cooling to RT, the crude reaction mixture was loaded onto an Isolute® SCX-2 cartridge which was washed with MeOH and the product eluted with 2M NH3/MeOH. The product containing fractions were combined and concentrated under reduced pressure. Th...